Dataset: the Open Reaction Database (ORD), a public repository of structured organic reaction records. Task: describe an organic reaction: reactants, conditions, products, and yield Starting materials: FC(C1=CC=C(C=C1)C1=CN=CC=2C(CCC12)NS(=O)(=O)C1CC1)(F)F ((rac)-Cyclopropanesulfonic acid [4-(4-trifluoromethyl-phenyl)-6,7-dihydro-5H-[2]pyrindin-7-yl]-amide), CS(=O)(=O)Cl (methanesulfonyl chloride). Product: FC(C1=CC=C(C=C1)C1=CN=CC=2C(CCC12)NS(=O)(=O)C)(F)F ((rac)-N-[4-(4-Trifluoromethyl-phenyl)-6,7-dihydro-5H-[2]pyrindin-7-yl]-methanesulfonamide). The yield is 15.0%. As a reaction SMILES: [F:1][C:2]([F:26])([F:25])[C:3]1[CH:8]=[CH:7][C:6]([C:9]2[C:17]3[CH2:16][CH2:15][CH:14]([NH:18][S:19]([CH:22]4CC4)(=[O:21])=[O:20])[C:13]=3[CH:12]=[N:11][CH:10]=2)=[CH:5][CH:4]=1.CS(Cl)(=O)=O>>[F:26][C:2]([F:1])([F:25])[C:3]1[CH:8]=[CH:7][C:6]([C:9]2[C:17]3[CH2:16][CH2:15][CH:14]([NH:18][S:19]([CH3:22])(=[O:21])=[O:20])[C:13]=3[CH:12]=[N:11][CH:10]=2)=[CH:5][CH:4]=1. Reported procedure: In analogy to the procedure described for the preparation of (rac)-cyclopropanesulfonic acid [4-(4-trifluoromethyl-phenyl)-6,7-dihydro-5H-[2]pyrindin-7-yl]-amide (example 94), replacing cyclopropanesulfonyl chloride with methanesulfonyl chloride. The title compound was obtained as a light brown oil in 15% yield. MS: 357.4 (M+H)+. Starting materials: Cl, COc1cc2c(c3c1C1CCC3C1)OC(CN=[N+]=[N-])C2. The product is COc1cc2c(c3c1C1CCC3C1)OC(CN)C2. RXN SMILES: [ClH:21].[N:1](=[N+:2]=[N-:3])[CH2:4][CH:5]1[CH2:6][c:7]2[c:8]([c:10]3[c:15]([c:16]([O:18][CH3:19])[cH:17]2)[CH:14]2[CH2:13][CH2:12][CH:11]3[CH2:20]2)[O:9]1>>[NH2:1][CH2:4][CH:5]1[CH2:6][c:7]2[c:8]([c:10]3[c:15]([c:16]([O:18][CH3:19])[cH:17]2)[CH:14]2[CH2:13][CH2:12][CH:11]3[CH2:20]2)[O:9]1.